Dataset: the Open Reaction Database (ORD), a public repository of structured organic reaction records. Task: describe an organic reaction: reactants, conditions, products, and yield Reactants: OC1=NC=CC2=CN=CC=C12 (1-Hydroxy-2,6-naphthyridine), P(=O)(Cl)(Cl)Cl (phosphorous oxychloride). Product: ClC1=NC=CC2=CN=CC=C12 (1-Chloro-2,6-naphthyridine), solid. The yield is 68.0%. RXN SMILES: O[C:2]1[C:11]2[C:6](=[CH:7][N:8]=[CH:9][CH:10]=2)[CH:5]=[CH:4][N:3]=1.P(Cl)(Cl)([Cl:14])=O>>[Cl:14][C:2]1[C:11]2[C:6](=[CH:7][N:8]=[CH:9][CH:10]=2)[CH:5]=[CH:4][N:3]=1. Procedure details: 1-Hydroxy-2,6-naphthyridine (550 mg) [prepared according to the method of Sakamoto, T. et al Chem, Pharm. Bull. 33, 626, (1985)] was stirred with phosphorous oxychloride (10 ml) at 110° for 5 h. The volatiles were removed in vacuo and the residue treated carefully with ice. After diluting with water (to ˜25 ml), solid NaHCO3 was added to effect neutralisation and the product extracted into EtOAc (2×80 ml). The combined organic extracts were dried (MgSO4), evaporated in vacuo, and the crude produ... Starting materials: Cl[C@H](C(=O)Cl)C(C)C ((S)-(+)-2-chloro-3-methylbutyryl chloride), OC1=CC=C(C(=O)O)C=C1 (4-Hydroxybenzoic acid), Cl (HCl). Solvent: N1=CC=CC=C1 (pyridine). Run at time 4 hour. Yields the product Cl[C@H](C(=O)OC1=CC=C(C(=O)O)C=C1)C(C)C ((S)-(+)-4-(2-chloro-3-methyl-butyryloxy)-benzoic acid). RXN SMILES: [OH:1][C:2]1[CH:10]=[CH:9][C:5]([C:6]([OH:8])=[O:7])=[CH:4][CH:3]=1.[Cl:11][C@@H:12]([CH:16]([CH3:18])[CH3:17])[C:13](Cl)=[O:14].Cl>N1C=CC=CC=1>[Cl:11][C@@H:12]([CH:16]([CH3:18])[CH3:17])[C:13]([O:1][C:2]1[CH:10]=[CH:9][C:5]([C:6]([OH:8])=[O:7])=[CH:4][CH:3]=1)=[O:14]. Procedure details: 4-Hydroxybenzoic acid (8.9 g, 0.065 moles) is dissolved in 20 mL of absolute pyridine and 10 g (0.065 moles) of (S)-(+)-2-chloro-3-methylbutyryl chloride are added dropwise with stirring at 0° to 5° C. The mixture is allowed to stand for 4 hours at room temperature and then poured onto ice/conc. HCl (200 g/30 mL). The precipitate is filtered off with suction and washed several times with dilute HCl and water. The residue is recrystallized from methanol/water. Starting materials: COC(C1=CC=C(C=C1)CCCN1C(CCC1=O)CCC(CC1=CC=C(C=C1)F)O)=O (4-(3-{2-[4-(4-fluoro-phenyl)-3-hydroxy-butyl]-5-oxo-pyrrolidin-1-yl}-propyl)-benzoic acid methyl ester), [OH-].[Na+] (NaOH). The solvent is CO (MeOH). Yields the product FC1=CC=C(C=C1)CC(CCC1N(C(CC1)=O)CCCC1=CC=C(C(=O)O)C=C1)O (4-(3-{2-[4-(4-Fluoro-phenyl)-3-hydroxy-butyl]-5-oxo-pyrrolidin-1-yl}-propyl)-benzoic acid). Yield: 76.1%. As a reaction SMILES: C[O:2][C:3](=[O:31])[C:4]1[CH:9]=[CH:8][C:7]([CH2:10][CH2:11][CH2:12][N:13]2[C:17](=[O:18])[CH2:16][CH2:15][CH:14]2[CH2:19][CH2:20][CH:21]([OH:30])[CH2:22][C:23]2[CH:28]=[CH:27][C:26]([F:29])=[CH:25][CH:24]=2)=[CH:6][CH:5]=1.[OH-].[Na+]>CO>[F:29][C:26]1[CH:25]=[CH:24][C:23]([CH2:22][CH:21]([OH:30])[CH2:20][CH2:19][CH:14]2[CH2:15][CH2:16][C:17](=[O:18])[N:13]2[CH2:12][CH2:11][CH2:10][C:7]2[CH:8]=[CH:9][C:4]([C:3]([OH:31])=[O:2])=[CH:5][CH:6]=2)=[CH:28][CH:27]=1 |f:1.2|. Procedure: Analogous to the procedure described for Example 1A, Step F, 4-(3-{2-[4-(4-fluoro-phenyl)-3-hydroxy-butyl]-5-oxo-pyrrolidin-1-yl}-propyl)-benzoic acid methyl ester (61.1 mg, 0.143 mmol) was hydrolyzed with 6N NaOH (1 mL) in MeOH (5 mL) at room temperature over 24 h. Purification by medium pressure chromatography eluting with a solvent gradient (CH2Cl2to 2% MeOH in CH2Cl2 to 4% MeOH in CH2Cl2 to 6% MeOH in CH2Cl2 to 10% MeOH in CH2Cl2) provided the title compound (45 mg). 1H NMR (CDCl3) δ7.97 (d,... The reactants are ClC1=C(C=O)C=CC=C1 (2-chlorobenzaldehyde), ClCC(CC(=O)OCC)=O (ethyl 4-chloroacetoacetate), COC(C=C(C)NCCO)=O (3-(2-hydroxyethylamino)-but-2-enoic acid methyl ester). The solvent is CO (methanol). Run at time 48 hour. Yields the product COC(=O)C1C2(N(C(=C(C1C1=C(C=CC=C1)Cl)C(=O)OCC)CCl)CCO2)C (5-Chloromethyl-7-(2-chlorophenyl)-8a-methyl-3,7,8,8a-tetrahydro-2H-oxazolo[3,2-a]pyridine-6,8-dicarboxylic acid 6-ethyl 8-methyl ester). Yield: 17.6%. As a reaction SMILES: [Cl:1][C:2]1[CH:9]=[CH:8][CH:7]=[CH:6][C:3]=1[CH:4]=O.[Cl:10][CH2:11][C:12](=O)[CH2:13][C:14]([O:16][CH2:17][CH3:18])=[O:15].[CH3:20][O:21][C:22](=[O:30])[CH:23]=[C:24]([NH:26][CH2:27][CH2:28][OH:29])[CH3:25]>CO>[CH3:20][O:21][C:22]([CH:23]1[CH:4]([C:3]2[CH:6]=[CH:7][CH:8]=[CH:9][C:2]=2[Cl:1])[C:13]([C:14]([O:16][CH2:17][CH3:18])=[O:15])=[C:12]([CH2:11][Cl:10])[N:26]2[CH2:27][CH2:28][O:29][C:24]12[CH3:25])=[O:30]. Procedure: A mixture of 2-chlorobenzaldehyde (XI, 57.0 g), ethyl 4-chloroacetoacetate (VIII, 69.3 g) and 3-(2-hydroxyethylamino)-but-2-enoic acid methyl ester (XXIII, 63.2 g) in methanol (800 mL) was stirred at room temperature for 48 h. Methanol was removed under reduced pressure and the residue dissolved in ethyl acetate (400 mL). The organic phase was washed with brine, dried (sodium sulfate), filtered and concentrated in vacuo. Purification of the residue by flash chromatography on silica gel (grade 93...